From a dataset of the Open Reaction Database (ORD), a public repository of structured organic reaction records. describe an organic reaction: reactants, conditions, products, and yield Starting materials: C(=O)C1=NN2C(C(=CC=C2OC)C=2C(CC(NN2)=O)C)=C1 (6-(2-formyl-7-methoxy-pyrazolo[1,5-a]pyridine-4-yl)-4,5-dihydro-5-methyl-3-(2H)-pyridazinone), [OH-].[Na+] (sodium hydroxide), Cl (hydrochloric acid). Reagents/catalysts: [N+](=O)([O-])[O-].[Ag+] (silver nitrate). Conditions: time 1 hour. Yields the product COC1=CC=C(C=2N1N=C(C2)C(=O)O)C=2C(CC(NN2)=O)C (7-methoxy-4-(5-methyl-4,5-dihydro-3-(2H)-pyridazinone-6-yl)pyrazolo[1,5-a]pyridine-2-carboxylic acid). The yield is 73.1%. RXN SMILES: [OH-:1].[Na+].[CH:3]([C:5]1[CH:23]=[C:8]2[C:9]([C:15]3[CH:16]([CH3:22])[CH2:17][C:18](=[O:21])[NH:19][N:20]=3)=[CH:10][CH:11]=[C:12]([O:13][CH3:14])[N:7]2[N:6]=1)=[O:4].Cl>[N+]([O-])([O-])=O.[Ag+]>[CH3:14][O:13][C:12]1[N:7]2[N:6]=[C:5]([C:3]([OH:1])=[O:4])[CH:23]=[C:8]2[C:9]([C:15]2[CH:16]([CH3:22])[CH2:17][C:18](=[O:21])[NH:19][N:20]=2)=[CH:10][CH:11]=1 |f:0.1,4.5|. Procedure: An aqueous solution (1 mL) of sodium hydroxide (41.9 mg) was added to an aqueous solution (3 mL) of silver nitrate (89.0 mg). To this mixture, the compound of Example 237 (60.0 mg) was added and the resulting mixture was stirred at room temperature for 1 hour. Subsequently, 5% hydrochloric acid was added to adjust the pH to 3. The insoluble material was separated by filtration and washed with a 7:1 mixture of chloroform and methanol. The filtrate and wash were combined. Sodium chloride was then ... Starting materials: COC(CCO)(C)C (3-methoxy-3-methylbutan-1-ol), C1(=CC=C(C=C1)S(=O)(=O)Cl)C (p-toluene sulfonyl chloride), TEA. The solvent is C(Cl)Cl (DCM). Run at time 3 hour. The product is CC1=CC=C(C=C1)S(=O)(=O)OCCC(C)(C)OC (3-methoxy-3-methylbutyl 4-methylbenzenesulfonate). The yield is 49.3%. Reaction SMILES: [CH3:1][O:2][C:3]([CH3:8])([CH3:7])[CH2:4][CH2:5][OH:6].[C:9]1([CH3:19])[CH:14]=[CH:13][C:12]([S:15](Cl)(=[O:17])=[O:16])=[CH:11][CH:10]=1>C(Cl)Cl>[CH3:19][C:9]1[CH:14]=[CH:13][C:12]([S:15]([O:6][CH2:5][CH2:4][C:3]([O:2][CH3:1])([CH3:8])[CH3:7])(=[O:17])=[O:16])=[CH:11][CH:10]=1. Procedure details: A solution of 3-methoxy-3-methylbutan-1-ol (2.50 g, 21.16 mmol) in DCM (30 mL) was treated with p-toluene sulfonyl chloride (5.00 g, 26.2 mmol) followed by TEA (4.28 g, 42.3 mmol) and stirred at RT for 3 h. The mixture was washed with satd. NaHCO3, then brine, dried over Na2SO4 and concentrated to dryness to afford 3-methoxy-3-methylbutyl 4-methylbenzenesulfonate (2.84 g, 49%). 1H NMR (400 MHz, DMSO-d6): δ 7.76 (d, J=8.2 Hz, 2 H), 7.45 (d, J=8.1 Hz, 2 H), 4.03 (t, J=7.2 Hz, 2 H), 2.96 (s, 3 H), ...